This data is from the Open Reaction Database (ORD), a public repository of structured organic reaction records. The task is: describe an organic reaction: reactants, conditions, products, and yield Starting materials: C12C(CC(CC1)C2)CC(=O)O (2-Norbornaneacetic acid), S(=O)(Cl)Cl (thionyl chloride). Conditions: temperature 50 celsius, time 1 hour. Product: C12C(CC(CC1)C2)CC(=O)Cl (2-norbornaneacetyl chloride). As a reaction SMILES: [CH:1]12[CH2:7][CH:4]([CH2:5][CH2:6]1)[CH2:3][CH:2]2[CH2:8][C:9]([OH:11])=O.S(Cl)([Cl:14])=O>>[CH:1]12[CH2:7][CH:4]([CH2:5][CH2:6]1)[CH2:3][CH:2]2[CH2:8][C:9]([Cl:14])=[O:11]. Reported procedure: 2-Norbornaneacetic acid (66 mg) was dissolved in thionyl chloride (0.5 ml) under a nitrogen atmosphere, followed by stirring at 50° C. for 1 hr. The reaction mixture was concentrated under a reduced pressure to provide a crude product of 2-norbornaneacetyl chloride. The crude product of 2-norbornaneacetyl chloride was dissolved in acetonitrile (5 ml) under a nitrogen atmosphere, and then potassium thiocyanate (84 mg) was added thereto at 50° C., followed by stirring at the same temperature for 1... Starting materials: Cl (hydrochloric acid), C1(=CC=C(C=C1)S(=O)(=O)OCCC#C)C (3-butynyl p-toluenesulfonate), FC(CCS(=O)(=O)CC(=O)OC)(F)F (methyl (3,3,3-trifluoropropylsulfonyl)acetate), [H-].[Na+] (sodium hydride). Run in CS(=O)C (dimethyl sulfoxide). Run at time 4 day. The product is FC(CCS(=O)(=O)C(C(=O)OC)CCC#C)(F)F (methyl 2-(3,3,3-trifluoropropylsulfonyl)-5-hexynoate). Isolated yield 35.3%. Reaction SMILES: [C:1]1(C)[CH:6]=CC(S(OCCC#C)(=O)=O)=[CH:3][CH:2]=1.[F:16][C:17]([F:29])([F:28])[CH2:18][CH2:19][S:20]([CH2:23][C:24]([O:26][CH3:27])=[O:25])(=[O:22])=[O:21].[H-].[Na+].Cl>CS(C)=O>[F:29][C:17]([F:16])([F:28])[CH2:18][CH2:19][S:20]([CH:23]([CH2:3][CH2:2][C:1]#[CH:6])[C:24]([O:26][CH3:27])=[O:25])(=[O:21])=[O:22] |f:2.3|. Procedure details: To a solution of 2.0 g of 3-butynyl p-toluenesulfonate and 2.1 g of methyl (3,3,3-trifluoropropylsulfonyl)acetate in 30 ml of dimethyl sulfoxide, 0.4 g of sodium hydride (60% in oil) was added at room temperature, and stirred at the same temperature for 4 days. To the reaction mixture, 10% hydrochloric acid was added, followed by extraction with ethyl acetate. The organic layer was washed with a saturated sodium chloride aqueous solution, dried over anhydrous magnesium sulfate, and then concentr... Reactants: N(=NC(=O)OC(C)C)C(=O)OC(C)C (Diisopropyl azodicarboxylate), C1(=CC=CC=C1)P(C1=CC=CC=C1)C1=CC=CC=C1 (triphenyl phosphine), OC=1C=C(C(=O)OC)C=C(C1)OC1=CC=C(C=C1)C=1OC(=NN1)C (Methyl 3-hydroxy-5-[4-(5-methyl-1,3,4-oxadiazol-2-yl)phenoxy]benzoate), OC=1C=C(C(=O)OC)C=C(C1)OC1=CC=C(C=C1)C=1OC(=NN1)C (Methyl 3-hydroxy-5-[4-(5-methyl-1,3,4-oxadiazol-2-yl)phenoxy]benzoate), O[C@H]1C(NCC1)=O ((R)-(+)-3-hydroxy-2-pyrrolidinone), O[C@H]1C(NCC1)=O ((R)-(+)-3-hydroxy-2-pyrrolidinone). Solvent: C1CCOC1 (THF), C1CCOC1 (THF). Product: CC1=NN=C(O1)C1=CC=C(OC=2C=C(C(=O)OC)C=C(C2)O[C@@H]2C(NCC2)=O)C=C1 ((S)-(−)-Methyl 3-(4-(5-methyl-1,3,4-oxadiazol-2-yl)phenoxy)-5-((2-oxo pyrrolidin-3-yl)oxy)benzoate). The yield is 68.3%. As a reaction SMILES: [OH:1][C:2]1[CH:3]=[C:4]([CH:9]=[C:10]([O:12][C:13]2[CH:18]=[CH:17][C:16]([C:19]3[O:20][C:21]([CH3:24])=[N:22][N:23]=3)=[CH:15][CH:14]=2)[CH:11]=1)[C:5]([O:7][CH3:8])=[O:6].O[C@@H:26]1[CH2:30][CH2:29][NH:28][C:27]1=[O:31].C1(P(C2C=CC=CC=2)C2C=CC=CC=2)C=CC=CC=1.N(C(OC(C)C)=O)=NC(OC(C)C)=O>C1COCC1>[CH3:24][C:21]1[O:20][C:19]([C:16]2[CH:15]=[CH:14][C:13]([O:12][C:10]3[CH:9]=[C:4]([CH:3]=[C:2]([O:1][C@H:26]4[CH2:30][CH2:29][NH:28][C:27]4=[O:31])[CH:11]=3)[C:5]([O:7][CH3:8])=[O:6])=[CH:18][CH:17]=2)=[N:23][N:22]=1. Procedure details: To a stirring mixture of Methyl 3-hydroxy-5-[4-(5-methyl-1,3,4-oxadiazol-2-yl)phenoxy]benzoate (7 g) (Intermediate 7) and (R)-(+)-3-hydroxy-2-pyrrolidinone (Intermediate 16) (2.4 g) in dry THF (200 mL) taken in round bottomed flask fitted with anhydrous CaCl2 guard tube, triphenyl phosphine (11.3 g) was added. Diisopropyl azodicarboxylate (DIAD) (6.2 mL) in dry THF (10 mL) was added drop wise to the above reaction mixture. The reaction was stirred at room temperature. Reaction was monitored by T... Reactants: ClC=1C=C(C=CC1)N1N=C(C=C1C1=CC(=CC=C1)OCCOC)C(=O)O (1-(3-Chlorophenyl)-5-[3-(2-methoxyethoxy)phenyl]-1H-pyrazole-3-carboxylic acid), ClC=1C=C(C=CC1)N1N=C(C=C1C1=CC(=CC=C1)OCCO)C(=O)N1CNC(C1)=O (1-({1-(3-Chlorophenyl)-5-[3-(2-hydroxyethoxy)phenyl]-1H-pyrazol-3-yl}carbonyl)imidazolidin-4-one). As a reaction SMILES: [Cl:1][C:2]1[CH:3]=[C:4]([N:8]2[C:12]([C:13]3[CH:18]=[CH:17][CH:16]=[C:15]([O:19][CH2:20][CH2:21][O:22][CH3:23])[CH:14]=3)=[CH:11][C:10]([C:24](O)=[O:25])=[N:9]2)[CH:5]=[CH:6][CH:7]=1.ClC1C=C(N2C(C3C=CC=C(OCCO)C=3)=CC(C([N:51]3[CH2:55][C:54](=[O:56])[NH:53][CH2:52]3)=O)=N2)C=CC=1>>[Cl:1][C:2]1[CH:3]=[C:4]([N:8]2[C:12]([C:13]3[CH:18]=[CH:17][CH:16]=[C:15]([O:19][CH2:20][CH2:21][O:22][CH3:23])[CH:14]=3)=[CH:11][C:10]([C:24]([N:51]3[CH2:55][C:54](=[O:56])[NH:53][CH2:52]3)=[O:25])=[N:9]2)[CH:5]=[CH:6][CH:7]=1. Procedure details: The preparation of the title compound takes place starting from the compound of Example 117A in analogy to the synthesis of the compound of Example 23. In order to remove the 1,1′,1″-phosphoryltripyrrolidine the product is taken up in a little tetrahydrofuran, water is added to the mixture until a precipitate forms, the tetrahydrofuran is removed in vacuo, and the precipitate is collected by suction filtration, and dried under high vacuum. 10 mg (19% of theory) of the title compound are obtained... Yields the product ClC=1C=C(C=CC1)N1N=C(C=C1C1=CC(=CC=C1)OCCOC)C(=O)N1CNC(C1)=O (1-({1-(3-Chlorophenyl)-5-[3-(2-methoxyethoxy)phenyl]-1H-pyrazol-3-yl}carbonyl)imidazolidin-4-one).